This data is from the Open Reaction Database (ORD), a public repository of structured organic reaction records. The task is: describe an organic reaction: reactants, conditions, products, and yield The reactants are C(CCC)C1C(COCC2C(CCCC)O2)O1 (butyl-2,3-epoxypropyl ether), C1(=CC=CC2=CC=CC=C12)C1=C(C(=NN=N1)C1=C(C=C(C=C1)O)O)C1=CC=CC2=CC=CC=C12 (bis-α-naphthyl-(2,4-dihydroxyphenyl)-triazine). Reagents/catalysts: [Br-].C(C)[P+](C1=CC=CC=C1)(C1=CC=CC=C1)C1=CC=CC=C1 (ethyl-triphenyl-phosphonium bromide). Run in C=1(C(=CC=CC1)C)C (xylene). Run at temperature 25 celsius, time 18 hour. The product is C1(=CC=CC2=CC=CC=C12)C1=C(C(=NN=N1)C1=C(C=C(C=C1)OCC(COCCCC)O)O)C1=CC=CC2=CC=CC=C12 (bis-α-naphthyl-(2-hydroxy-4-[3-n-butoxy-2-hydroxy-propoxy]-phenyl)-triazine). As a reaction SMILES: C([CH:5]1[O:17][CH:6]1[CH2:7][O:8][CH2:9][CH:10]1O[CH:11]1[CH2:12]CCC)CCC.[C:18]1([C:28]2[N:33]=[N:32][N:31]=[C:30]([C:34]3[CH:39]=[CH:38][C:37]([OH:40])=[CH:36][C:35]=3[OH:41])[C:29]=2[C:42]2[C:51]3[C:46](=[CH:47][CH:48]=[CH:49][CH:50]=3)[CH:45]=[CH:44][CH:43]=2)[C:27]2[C:22](=[CH:23][CH:24]=[CH:25][CH:26]=2)[CH:21]=[CH:20][CH:19]=1>[Br-].C([P+](C1C=CC=CC=1)(C1C=CC=CC=1)C1C=CC=CC=1)C.C1(C)C(C)=CC=CC=1>[C:18]1([C:28]2[N:33]=[N:32][N:31]=[C:30]([C:34]3[CH:39]=[CH:38][C:37]([O:40][CH2:5][CH:6]([OH:17])[CH2:7][O:8][CH2:9][CH2:10][CH2:11][CH3:12])=[CH:36][C:35]=3[OH:41])[C:29]=2[C:42]2[C:51]3[C:46](=[CH:47][CH:48]=[CH:49][CH:50]=3)[CH:45]=[CH:44][CH:43]=2)[C:27]2[C:22](=[CH:23][CH:24]=[CH:25][CH:26]=2)[CH:21]=[CH:20][CH:19]=1 |f:2.3|. Reported procedure: 6.60 g of butyl-2,3-epoxypropyl ether and 0.78 g of ethyl-triphenyl-phosphonium bromide are added to a solution of 20.0 g of the product from Example A6 in 200 ml of xylene. That reaction mixture is heated to boiling for 18 h. 0.5 g of activated carbon is then added to the reaction mixture and the resulting mixture is stirred at 25° C. for 1 h. After filtration of the reaction mixture on Hyflo® (kieselguhr; Fluka 56678), the solvent is removed in vac. Chromatography of the residue on silica gel ... Reactants: OC[C@@H]1CCC(N1)=O ((S)-5-hydroxymethylpyrrolidin-2-one), BrC1=CC(=C(C=C1)C(=O)N1CCN(CC1)C1=NC=C(C=C1C)C1CC1)S(=O)(=O)C ((4-bromo-2-methanesulfonylphenyl)[4-(5-cyclopropyl-3-methylpyridin-2-yl)piperazin-1-yl]methanone). Product: C1(CC1)C=1C=C(C(=NC1)N1CCN(CC1)C(=O)C1=C(C=C(C=C1)N1C(CC[C@H]1CO)=O)S(=O)(=O)C)C ((S)-1-{4-[4-(5-cyclopropyl-3-methylpyridin-2-yl)piperazine-1-carbonyl]-3-methanesulfonylphenyl}-5-hydroxymethylpyrrolidin-2-one). The yield is 56.8%. Reaction SMILES: [OH:1][CH2:2][C@H:3]1[NH:7][C:6](=[O:8])[CH2:5][CH2:4]1.Br[C:10]1[CH:15]=[CH:14][C:13]([C:16]([N:18]2[CH2:23][CH2:22][N:21]([C:24]3[C:29]([CH3:30])=[CH:28][C:27]([CH:31]4[CH2:33][CH2:32]4)=[CH:26][N:25]=3)[CH2:20][CH2:19]2)=[O:17])=[C:12]([S:34]([CH3:37])(=[O:36])=[O:35])[CH:11]=1>>[CH:31]1([C:27]2[CH:28]=[C:29]([CH3:30])[C:24]([N:21]3[CH2:22][CH2:23][N:18]([C:16]([C:13]4[CH:14]=[CH:15][C:10]([N:7]5[C@H:3]([CH2:2][OH:1])[CH2:4][CH2:5][C:6]5=[O:8])=[CH:11][C:12]=4[S:34]([CH3:37])(=[O:36])=[O:35])=[O:17])[CH2:19][CH2:20]3)=[N:25][CH:26]=2)[CH2:32][CH2:33]1. Reported procedure: Using (S)-5-hydroxymethylpyrrolidin-2-one (127 mg) and (4-bromo-2-methanesulfonylphenyl)[4-(5-cyclopropyl-3-methylpyridin-2-yl)piperazin-1-yl]methanone (478 mg) described in Preparation Example 126 and by the reaction and treatment in the same manner as in Example 1, the title compound (291 mg) was obtained. Starting materials: CN1CCN(S(=O)(=O)c2ccc(-c3ccc(CC(C#N)NC(=O)C4(NC(=O)OC(C)(C)C)CCOCC4)cc3)cc2)CC1, O=CO. Yields the product CN1CCN(S(=O)(=O)c2ccc(-c3ccc(CC(C#N)NC(=O)C4(N)CCOCC4)cc3)cc2)CC1. Reaction SMILES: [C:1](#[N:2])[CH:3]([CH2:4][c:5]1[cH:6][cH:7][c:8](-[c:11]2[cH:12][cH:13][c:14]([S:17](=[O:18])(=[O:19])[N:20]3[CH2:21][CH2:22][N:23]([CH3:26])[CH2:24][CH2:25]3)[cH:15][cH:16]2)[cH:9][cH:10]1)[NH:27][C:28](=[O:29])[C:30]1([NH:36][C:37](=[O:38])[O:39][C:40]([CH3:41])([CH3:42])[CH3:43])[CH2:31][CH2:32][O:33][CH2:34][CH2:35]1.[CH:44]([OH:45])=[O:46]>>[C:1](#[N:2])[CH:3]([CH2:4][c:5]1[cH:6][cH:7][c:8](-[c:11]2[cH:12][cH:13][c:14]([S:17](=[O:18])(=[O:19])[N:20]3[CH2:21][CH2:22][N:23]([CH3:26])[CH2:24][CH2:25]3)[cH:15][cH:16]2)[cH:9][cH:10]1)[NH:27][C:28](=[O:29])[C:30]1([NH2:36])[CH2:31][CH2:32][O:33][CH2:34][CH2:35]1. Reactants: NC1=NC=CC=C1N (2,3-diaminopyridine), [OH-].[K+] (KOH), C(=S)=S (carbon disulfide). The solvent is O (water). The product is SC=1NC=2C(=NC=CC2)N1 (2-Mercaptoimidazo[4,5-b]pyridine). The yield is 55.0%. Reaction SMILES: [NH2:1][C:2]1[C:7]([NH2:8])=[CH:6][CH:5]=[CH:4][N:3]=1.[OH-].[K+].[C:11](=S)=[S:12]>O>[SH:12][C:11]1[NH:8][C:7]2[C:2]([N:1]=1)=[N:3][CH:4]=[CH:5][CH:6]=2 |f:1.2|. Procedure: To 25.25 g (0.23 m) of 2,3-diaminopyridine in water is added an aqueous solution of 31.9 g (0.57 m) KOH, followed by 35 g (0.46 m) carbon disulfide. The mixture is heated to reflux for 5 hours, after which the hot mixture is filtered and the filtrate cooled. The cold solution is acidified with acetic acid and the solid is collected, washed with water and air-dried. The crude material is recrystallized in ethanol (3500 ml) with carbon. The recrystallized material weighs 19 g (55% yield). The reactants are C=C1CC2C3CCC4=CC(=O)C=CC4(C)C3=CCC2(C)C1(O)C(=O)COC(C)=O, CC(=O)OCC(=O)C1(O)C(C)CC2C3CCC4=CC(=O)C=CC4(C)C3=CCC21C, CC1CC2C3CCC4=CC(=O)C=CC4(C)C3(F)C(O)CC2(C)C1(O)C(=O)CO, C=C1CC2C3CCC4=CC(=O)C=CC4(C)C3=CCC2(C)C1(O)C(C)=O. As a reaction SMILES: [C:54]([O:55][CH2:56][C:57](=[O:58])[C:59]1([OH:60])[C:61]2([CH3:62])[CH:63]([CH:64]3[C:65](=[CH:66][CH2:67]2)[C:68]2([CH3:69])[C:70](=[CH:71][C:72](=[O:73])[CH:74]=[CH:75]2)[CH2:76][CH2:77]3)[CH2:78][C:79]1=[CH2:80])(=[O:81])[CH3:82].[C:83]([O:84][CH2:85][C:86](=[O:87])[C:88]1([OH:89])[C:90]2([CH3:91])[CH:92]([CH:93]3[C:94](=[CH:95][CH2:96]2)[C:97]2([CH3:98])[C:99](=[CH:100][C:101](=[O:102])[CH:103]=[CH:104]2)[CH2:105][CH2:106]3)[CH2:107][CH:108]1[CH3:109])(=[O:110])[CH3:111].[CH:1]12[CH2:2][CH:3]([CH3:4])[C:5]([OH:6])([C:7](=[O:8])[CH2:9][OH:10])[C:11]1([CH3:12])[CH2:13][CH:14]([OH:15])[C:16]1([F:17])[CH:18]2[CH2:19][CH2:20][C:21]2=[CH:22][C:23](=[O:24])[CH:25]=[CH:26][C:27]12[CH3:28].[OH:29][C:30]1([C:51](=[O:52])[CH3:53])[C:31]2([CH3:32])[CH:33]([CH:34]3[C:35](=[CH:36][CH2:37]2)[C:38]2([CH3:39])[C:40](=[CH:41][C:42](=[O:43])[CH:44]=[CH:45]2)[CH2:46][CH2:47]3)[CH2:48][C:49]1=[CH2:50]>>[CH:1]12[CH2:2][CH:3]([CH3:4])[C:5]([OH:6])([C:7](=[O:8])[CH2:9][OH:10])[C:11]1([CH3:12])[CH2:13][CH:14]1[O:15][C:16]13[CH:18]2[CH2:19][CH2:20][C:21]1=[CH:22][C:23](=[O:24])[CH:25]=[CH:26][C:27]31[CH3:28]. The product is CC1CC2C3CCC4=CC(=O)C=CC4(C)C34OC4CC2(C)C1(O)C(=O)CO. Starting materials: O=C(O)CCC(c1cccc(Cl)c1)C1(Br)C(=O)Nc2cc(Cl)ccc21, CO, O=S(=O)(O)O. Yields the product COC(=O)CCC(c1cccc(Cl)c1)C1(Br)C(=O)Nc2cc(Cl)ccc21. Reaction SMILES: [Br:1][C:2]1([CH:13]([CH2:14][CH2:15][C:16](=[O:17])[OH:18])[c:19]2[cH:20][c:21]([Cl:25])[cH:22][cH:23][cH:24]2)[C:3](=[O:12])[NH:4][c:5]2[cH:6][c:7]([Cl:11])[cH:8][cH:9][c:10]21.[CH3:31][OH:32].[S:26](=[O:27])(=[O:28])([OH:29])[OH:30]>>[Br:1][C:2]1([CH:13]([CH2:14][CH2:15][C:16](=[O:17])[O:18][CH3:31])[c:19]2[cH:20][c:21]([Cl:25])[cH:22][cH:23][cH:24]2)[C:3](=[O:12])[NH:4][c:5]2[cH:6][c:7]([Cl:11])[cH:8][cH:9][c:10]21. Reactants: ClC1=CC(=C(C=C1)NC1=C(C=NC2=CC(=CC=C12)OC)C#N)F (4-(4-chloro-2-fluorophenylamino)-7-methoxy-3-quinolinecarbonitrile), Cl.N1=CC=CC=C1 (pyridine hydrochloride). Yields the product ClC1=CC(=C(C=C1)NC1=C(C=NC2=CC(=CC=C12)O)C#N)F (4-(4-Chloro-2-fluorophenylamino)-7-hydroxy-3-quinolinecarbonitrile). As a reaction SMILES: [Cl:1][C:2]1[CH:7]=[CH:6][C:5]([NH:8][C:9]2[C:18]3[C:13](=[CH:14][C:15]([O:19]C)=[CH:16][CH:17]=3)[N:12]=[CH:11][C:10]=2[C:21]#[N:22])=[C:4]([F:23])[CH:3]=1.Cl.N1C=CC=CC=1>>[Cl:1][C:2]1[CH:7]=[CH:6][C:5]([NH:8][C:9]2[C:18]3[C:13](=[CH:14][C:15]([OH:19])=[CH:16][CH:17]=3)[N:12]=[CH:11][C:10]=2[C:21]#[N:22])=[C:4]([F:23])[CH:3]=1 |f:1.2|. Procedure details: In the manner of Example 302 reaction of 4-(4-chloro-2-fluorophenylamino)-7-methoxy-3-quinolinecarbonitrile with pyridine hydrochloride at 210° C. gave the title compound, mp 295-305° C. Procedure: A solution of 3-(2-chloro-4-methoxy-phenyl)-1,1,1-trifluoro-2-isoquinolin-5-yl-butan-2-ol (Example 182, 50 mg) in dichloromethane (1.3 ml) was cooled to −70° C. A 1M solution of boron tribromide in dichloromethane (0.505 ml) was added and the mixture was stirred at −70° C. for 30 min and at 0° C. for 1 h. A mixture of ice water and saturated aqueous NaHCO3 solution was added and the mixture was extracted with dichloromethane. The organic phase was washed with water, dried (MgSO4), filtered and c... The solvent is ClCCl (dichloromethane), ClCCl (dichloromethane). Isolated yield 93.3%. Run at temperature 0 celsius, time 1 hour. The reactants are solution, B(Br)(Br)Br (boron tribromide), ClC1=C(C=CC(=C1)OC)C(C(C(F)(F)F)(O)C1=C2C=CN=CC2=CC=C1)C (3-(2-Chloro-4-methoxy-phenyl)-1,1,1-trifluoro-2-isoquinolin-5-yl-butan-2-ol), ice water, C(=O)(O)[O-].[Na+] (NaHCO3). RXN SMILES: [Cl:1][C:2]1[CH:7]=[C:6]([O:8]C)[CH:5]=[CH:4][C:3]=1[CH:10]([CH3:27])[C:11]([C:17]1[CH:26]=[CH:25][CH:24]=[C:23]2[C:18]=1[CH:19]=[CH:20][N:21]=[CH:22]2)([OH:16])[C:12]([F:15])([F:14])[F:13].B(Br)(Br)Br.C([O-])(O)=O.[Na+]>ClCCl>[Cl:1][C:2]1[CH:7]=[C:6]([OH:8])[CH:5]=[CH:4][C:3]=1[CH:10]([CH3:27])[C:11]([OH:16])([C:17]1[CH:26]=[CH:25][CH:24]=[C:23]2[C:18]=1[CH:19]=[CH:20][N:21]=[CH:22]2)[C:12]([F:14])([F:13])[F:15] |f:2.3|. The product is ClC=1C=C(C=CC1C(C(C(F)(F)F)(C1=C2C=CN=CC2=CC=C1)O)C)O (3-Chloro-4-(3,3,3-trifluoro-2-hydroxy-2-isoquinolin-5-yl-1-methyl-propyl)-phenol). The reactants are NC=1C=C2C(=CNC2=CC1)C1CCN(CC1)C (5-amino-3-(1-methylpiperidin-4-yl)-1H-indole), C(CCCCC)OC1=CC=C(C(=O)O)C=C1 (4-hexyloxybenzoic acid). The product is C(CCCCC)OC1=CC=C(C(=O)NC=2C=C3C(=CNC3=CC2)C2CCN(CC2)C)C=C1 (5-(4-hexyloxybenzoyl)amino-3-(1-methylpiperidin-4-yl)-1H-indole). The yield is 88.1%. As a reaction SMILES: [NH2:1][C:2]1[CH:3]=[C:4]2[C:8](=[CH:9][CH:10]=1)[NH:7][CH:6]=[C:5]2[CH:11]1[CH2:16][CH2:15][N:14]([CH3:17])[CH2:13][CH2:12]1.[CH2:18]([O:24][C:25]1[CH:33]=[CH:32][C:28]([C:29](O)=[O:30])=[CH:27][CH:26]=1)[CH2:19][CH2:20][CH2:21][CH2:22][CH3:23]>>[CH2:18]([O:24][C:25]1[CH:33]=[CH:32][C:28]([C:29]([NH:1][C:2]2[CH:3]=[C:4]3[C:8](=[CH:9][CH:10]=2)[NH:7][CH:6]=[C:5]3[CH:11]2[CH2:16][CH2:15][N:14]([CH3:17])[CH2:13][CH2:12]2)=[O:30])=[CH:27][CH:26]=1)[CH2:19][CH2:20][CH2:21][CH2:22][CH3:23]. Procedure: Beginning with 10.0 mg (0.044 mMol) 5-amino-3-(1-methylpiperidin-4-yl)-1H-indole and 30.0 mg (0.131 mMol) 4-hexyloxybenzoic acid, 16.8 mg (89%) of the title compound were recovered.